This data is from the Open Reaction Database (ORD), a public repository of structured organic reaction records. The task is: describe an organic reaction: reactants, conditions, products, and yield Reactants: O=C([O-])[O-], Cc1ccc(S(=O)(=O)OCC2CCc3cccc(OS(=O)(=O)C(F)(F)F)c3O2)cc1, [Cl-], OB(O)c1ccccc1Cl, [K+], [K+], [Li+], C1COCCO1, O, c1ccc(P(c2ccccc2)(c2ccccc2)[Pd](P(c2ccccc2)(c2ccccc2)c2ccccc2)(P(c2ccccc2)(c2ccccc2)c2ccccc2)P(c2ccccc2)(c2ccccc2)c2ccccc2)cc1. The product is Cc1ccc(S(=O)(=O)OCC2CCc3cccc(-c4ccccc4Cl)c3O2)cc1. As a reaction SMILES: [C:41](=[O:42])([O-:43])[O-:44].[CH3:1][c:2]1[cH:3][cH:4][c:5]([S:8](=[O:9])(=[O:10])[O:11][CH2:12][CH:13]2[O:14][c:15]3[c:16]([O:23][S:24]([C:25]([F:26])([F:27])[F:28])(=[O:29])=[O:30])[cH:17][cH:18][cH:19][c:20]3[CH2:21][CH2:22]2)[cH:6][cH:7]1.[Cl-:48].[Cl:31][c:32]1[c:33]([B:38]([OH:39])[OH:40])[cH:34][cH:35][cH:36][cH:37]1.[K+:45].[K+:46].[Li+:47].[O:49]1[CH2:50][CH2:51][O:52][CH2:53][CH2:54]1.[OH2:55].[cH:56]1[cH:57][cH:58][c:59]([P:60]([Pd:61]([P:62]([c:63]2[cH:64][cH:65][cH:66][cH:67][cH:68]2)([c:69]2[cH:70][cH:71][cH:72][cH:73][cH:74]2)[c:75]2[cH:76][cH:77][cH:78][cH:79][cH:80]2)([P:81]([c:82]2[cH:83][cH:84][cH:85][cH:86][cH:87]2)([c:88]2[cH:89][cH:90][cH:91][cH:92][cH:93]2)[c:94]2[cH:95][cH:96][cH:97][cH:98][cH:99]2)[P:100]([c:101]2[cH:102][cH:103][cH:104][cH:105][cH:106]2)([c:107]2[cH:108][cH:109][cH:110][cH:111][cH:112]2)[c:113]2[cH:114][cH:115][cH:116][cH:117][cH:118]2)([c:119]2[cH:120][cH:121][cH:122][cH:123][cH:124]2)[c:125]2[cH:126][cH:127][cH:128][cH:129][cH:130]2)[cH:131][cH:132]1>>[CH3:1][c:2]1[cH:3][cH:4][c:5]([S:8](=[O:9])(=[O:10])[O:11][CH2:12][CH:13]2[O:14][c:15]3[c:16](-[c:33]4[c:32]([Cl:31])[cH:37][cH:36][cH:35][cH:34]4)[cH:17][cH:18][cH:19][c:20]3[CH2:21][CH2:22]2)[cH:6][cH:7]1. Starting materials: Cl (HCl), C(C)C1C(CCCC1)=NO (2-ethyl-1-(hydroxyimino)cyclohexane), [Na] (sodium), [Na] (sodium). Run in O (water), C(C)O (ethanol). Run at temperature 110 celsius, time 6 hour. Yields the product C(C)C1C(CCCC1)N (2-ethylcyclohexylamine). Reaction SMILES: [CH2:1]([CH:3]1[CH2:8][CH2:7][CH2:6][CH2:5][C:4]1=[N:9]O)[CH3:2].[Na].Cl>C(O)C.O>[CH2:1]([CH:3]1[CH2:8][CH2:7][CH2:6][CH2:5][CH:4]1[NH2:9])[CH3:2] |^1:10|. Procedure: To the solution of 2-ethyl-1-(hydroxyimino)cyclohexane (6.8 g, 48.5 mmol) in ethanol (75 mL) were added sodium pieces (about 8.0 g) in portions, and the reaction was heated to reflux at 110° C. overnight. More sodium pieces were added, and the reaction was stirred for another 6 hours. The reaction was treated with concentrated HCl (12 M, 4.0 mL) in water (25 mL). Ethanol was removed in vacuo. The aqueous layer was washed with ether (10 mL), and treated with aqueous KOH (25 mL) and extracted with... Reactants: [O-]CC.[Na+] (sodium ethoxide), [Na] (sodium), C(C(C)C)C1=CC=C(C=C1)CC#N (4-isobutylphenylacetonitrile), C(OCC)(OCC)=O (diethyl carbonate). The solvent is C(C)O (ethanol), C(C)O (ethanol). Conditions: time 1 hour. Yields the product C(C(C)C)C1=CC=C(C=C1)C(C(=O)OCC)C#N (Ethyl 2-(4-isobutylphenyl)cyanoacetate). Reaction SMILES: [CH2:1]([C:5]1[CH:10]=[CH:9][C:8]([CH2:11][C:12]#[N:13])=[CH:7][CH:6]=1)[CH:2]([CH3:4])[CH3:3].[C:14](=O)([O:18]CC)[O:15][CH2:16][CH3:17].[O-]CC.[Na+].[Na]>C(O)C>[CH2:1]([C:5]1[CH:6]=[CH:7][C:8]([CH:11]([C:12]#[N:13])[C:14]([O:15][CH2:16][CH3:17])=[O:18])=[CH:9][CH:10]=1)[CH:2]([CH3:4])[CH3:3] |f:2.3,^1:25|. Procedure: A mixture of 52 grams (0.31 mol) of 4-isobutylphenylacetonitrile (Preparation 1) and 230 grams (1.95 mols) of diethyl carbonate was heated in a flask provided with a thermometer, stirrer, dropping funnel, and distillation column having a length of 19 centimeters filled with Fenske rings. When the temperature of the mixture had reached 90° C, a solution of sodium ethoxide in ethanol that was freshly prepared from 9.2 grams (0.4 mol) of sodium metal and 200 milliliters of ethanol was added drop by... The reactants are BrC1=CC=C(C=C1)F (4-bromofluorobenzene), ClC1=CC(=C(C=O)C=C1)F (4-chloro-2-fluorobenzaldehyde), FC1=CC=C(C=C1)C(O)C1=CC=C(C=C1)C(F)(F)F ((4-Fluorophenyl) [4-(trifluoromethyl)phenyl]methanol). Product: ClC1=CC(=C(C=C1)C(O)C1=CC=C(C=C1)F)F ((4-Chloro-2-fluorophenyl)(4-fluorophenyl)methanol). Reaction SMILES: Br[C:2]1[CH:7]=[CH:6][C:5]([F:8])=[CH:4][CH:3]=1.[Cl:9][C:10]1[CH:17]=[CH:16][C:13]([CH:14]=[O:15])=[C:12]([F:18])[CH:11]=1.FC1C=CC(C(C2C=CC(C(F)(F)F)=CC=2)O)=CC=1>>[Cl:9][C:10]1[CH:17]=[CH:16][C:13]([CH:14]([C:2]2[CH:7]=[CH:6][C:5]([F:8])=[CH:4][CH:3]=2)[OH:15])=[C:12]([F:18])[CH:11]=1. Procedure: The title compound was prepared starting from 4.60 g (26.28 mmol) of 4-bromofluorobenzene and 5.00 g (31.53 mmol) of 4-chloro-2-fluorobenzaldehyde in analogy to the synthesis of the compound from Example 80A. 4.45 g (66% of theory) of the title compound were obtained. Starting materials: resultant mixture, Cl[SiH]1CCC(CC1)[C@@H]1CC[C@H](CC1)CCCCC1=CC=C(C=C1)C#N (1-chloro-4-(trans-4-(4-(4-cyanophenyl)butyl)cyclohexyl)-1-silacyclohexane), resultant product. The solvent is C1CCOC1 (THF). Yields the product C(#N)C1=CC=C(C=C1)CCCC[C@@H]1CC[C@H](CC1)[C@@H]1CC[Si@H](CC1)CCCC=C (trans-4-(trans-4-(4-(4-cyanophenyl)butyl)cyclohexyl)-1-(4-pentenyl)-1-silacyclohexane). As a reaction SMILES: Cl[SiH:2]1[CH2:7][CH2:6][CH:5]([C@H:8]2[CH2:13][CH2:12][C@H:11]([CH2:14][CH2:15][CH2:16][CH2:17][C:18]3[CH:23]=[CH:22][C:21]([C:24]#[N:25])=[CH:20][CH:19]=3)[CH2:10][CH2:9]2)[CH2:4][CH2:3]1>C1COCC1>[C:24]([C:21]1[CH:22]=[CH:23][C:18]([CH2:17][CH2:16][CH2:15][CH2:14][C@H:11]2[CH2:12][CH2:13][C@H:8]([C@H:5]3[CH2:6][CH2:7][Si@H:2]([CH2:7][CH2:6][CH2:5][CH:4]=[CH2:3])[CH2:3][CH2:4]3)[CH2:9][CH2:10]2)=[CH:19][CH:20]=1)#[N:25]. Procedure: A solution of 200 ml of THF and 14.0 g of zinc chloride was dropped in 130 ml (0.13 mols) of a THF solution of 1M of 4-pentenylmagnesium bromide to obtain an organozinc reagent. The resultant mixture was added to a solution of 300 ml of THF and 37.4 g (0.1 mol) of 1-chloro-4-(trans-4-(4-(4-cyanophenyl)butyl)cyclohexyl)-1-silacyclohexane. The resultant product was found to be a mixture of trans and cis isomers with respect to the silacyclohexane ring. The product was subjected to ordinary aftertr... Reactants: [BH4-], O=C([O-])[O-], CO, O=C1Nc2c(ccc3ccccc23)SC1c1ccc(Cl)cc1, Cl, [K+], [K+], [Na+], C1CCOC1, O. Product: Clc1ccc(C2CNc3c(ccc4ccccc34)S2)cc1. Reaction SMILES: [BH4-:23].[C:26](=[O:27])([O-:28])[O-:29].[CH3:38][OH:39].[Cl:1][c:2]1[cH:3][cH:4][c:5]([CH:8]2[C:9](=[O:22])[NH:10][c:11]3[c:12]([cH:14][cH:15][c:16]4[cH:17][cH:18][cH:19][cH:20][c:21]34)[S:13]2)[cH:6][cH:7]1.[ClH:25].[K+:30].[K+:31].[Na+:24].[O:32]1[CH2:33][CH2:34][CH2:35][CH2:36]1.[OH2:37]>>[Cl:1][c:2]1[cH:3][cH:4][c:5]([CH:8]2[CH2:9][NH:10][c:11]3[c:12]([cH:14][cH:15][c:16]4[cH:17][cH:18][cH:19][cH:20][c:21]34)[S:13]2)[cH:6][cH:7]1.